Dataset: the Open Reaction Database (ORD), a public repository of structured organic reaction records. Task: describe an organic reaction: reactants, conditions, products, and yield Reactants: [Si](C1=CC=CC=C1)(C1=CC=CC=C1)(C(C)(C)C)Cl (t-butyldiphenylsilyl chloride), N1C=NC=C1 (imidazole), CC(CO)CC (2-Methyl-1-butanol). Solvent: CCCCCC (hexane). Conditions: time 7 hour. Product: [Si](C1=CC=CC=C1)(C1=CC=CC=C1)(C(C)(C)C)OCC(CC)C (1-(t-Butyldiphenylsilyloxy)-2-methylbutane). RXN SMILES: [Si:1](Cl)([C:14]([CH3:17])([CH3:16])[CH3:15])([C:8]1[CH:13]=[CH:12][CH:11]=[CH:10][CH:9]=1)[C:2]1[CH:7]=[CH:6][CH:5]=[CH:4][CH:3]=1.N1C=CN=C1.[CH3:24][CH:25]([CH2:28][CH3:29])[CH2:26][OH:27]>CCCCCC>[Si:1]([O:27][CH2:26][CH:25]([CH3:24])[CH2:28][CH3:29])([C:14]([CH3:17])([CH3:16])[CH3:15])([C:8]1[CH:13]=[CH:12][CH:11]=[CH:10][CH:9]=1)[C:2]1[CH:7]=[CH:6][CH:5]=[CH:4][CH:3]=1. Procedure: A 250 ml, three-necked flask was fitted with a large magnetic, egg-shaped stir bar, a small pressure-equalizing addition funnel, a thermocouple connected to a THERM-O-WATCH®, a reflux condenser, and an argon inlet. This apparatus was dried in an oven overnight at 125° C., assembled hot, and allowed to cool to room temperature in a stream of argon. The flask was charged with 46.27 grams (0.168 mole, 1.01 equivalents) of t-butyldiphenylsilyl chloride, 11.69 grams (0.172 mole, 1.03 equivalents) of ... Solvent: CO (methanol). The product is F[C@H]1C(O)O[C@H]([C@@H]1O)CO (2-deoxy-2-fluoro-L-arabinofuranose). Reported procedure: Treatment of unprotected 2-deoxy-2-fluoro-L-arabinopyranose with one equivalent of either sulfuric or hydrochloric acid at room temperature failed to give the desired furanoside. Only unreacted starting material was detected. Using nine equivalents of hydrochloric acid gave the desired product 2-deoxy-2-fluoro-L-arabinofuranose, which was contaminated with starting material (2:1 ratio). The best result, so far, was achieved by refluxing 2-deoxy-2-fluoro-L-arabinopyranose with 1 equivalent of sul... The reactants are F[C@H]1C(O)OC[C@@H]([C@@H]1O)O (2-deoxy-2-fluoro-L-arabinopyranose), S(O)(O)(=O)=O (sulfuric acid). Yield: 80.0%. As a reaction SMILES: [F:1][C@@H:2]1[C@@H:8]([OH:9])[C@@H:7]([OH:10])[CH2:6][O:5][CH:3]1[OH:4].S(=O)(=O)(O)O>CO>[F:1][C@@H:2]1[C@@H:8]([OH:9])[C@H:7]([CH2:6][OH:5])[O:10][CH:3]1[OH:4]. Starting materials: O (water), BrC=1C=C(C(=C(C1)C(C)=O)O)F (1-(5-bromo-3-fluoro-2-hydroxyphenyl)ethanone), C(Br)C1CO1 (epibromohydrin), C(=O)([O-])[O-].[K+].[K+] (K2CO3). Run in CCOC(=O)C (EtOAc), CN(C)C=O (DMF). Run at temperature 60 celsius. The product is BrC=1C=C(C(=C(C1)C(C)=O)OCC1OC1)F (1-[5-BROMO-3-FLUORO-2-(OXIRAN-2-YLMETHOXY)PHENYL]ETHANONE). Yield: 85.4%. As a reaction SMILES: [Br:1][C:2]1[CH:3]=[C:4]([F:12])[C:5]([OH:11])=[C:6]([C:8](=[O:10])[CH3:9])[CH:7]=1.[CH2:13]([CH:15]1[O:17][CH2:16]1)Br.C([O-])([O-])=O.[K+].[K+].O>CN(C=O)C.CCOC(C)=O>[Br:1][C:2]1[CH:3]=[C:4]([F:12])[C:5]([O:11][CH2:13][CH:15]2[CH2:16][O:17]2)=[C:6]([C:8](=[O:10])[CH3:9])[CH:7]=1 |f:2.3.4|. Procedure: A mixture of 1-(5-bromo-3-fluoro-2-hydroxyphenyl)ethanone (3.7 g, 15.8 mmol), epibromohydrin (2.6 ml, 31.7 mmol) and K2CO3 (3.3 g, 23.8 mmol) in DMF (20 ml) was heated at 60° C. for 1 h 50 min. The solution was brought to ambient temperature and water and EtOAc was added. The water phase was extracted with EtOAc. The combined organic phases were washed with LiCl (5%), HCl (1 N) and brine and were dried (Na2SO4) and evaporated to dryness. Purification on flash column chromatography (isooctane/EtO... Reactants: OB(O)c2ccc1ccccc1c2 (effective_coupling_partner), CC(C)(C)OC(=O)Oc2ccc1ccccc1c2 (substrate). The reagents and catalysts are dcypf. Run at temperature 60 celsius, time 4 hour. Yields the product c4ccc3cc(c2ccc1ccccc1c2)ccc3c4. The reactants are CC(C)S(=O)(=O)c1ccccc1Br, CC(C)(C)OC(=O)n1cccc1B(O)O, COCCOC, [Na+], [Na+], O=C([O-])[O-], c1ccc(P(c2ccccc2)(c2ccccc2)[Pd](P(c2ccccc2)(c2ccccc2)c2ccccc2)(P(c2ccccc2)(c2ccccc2)c2ccccc2)P(c2ccccc2)(c2ccccc2)c2ccccc2)cc1. Product: CC(C)S(=O)(=O)c1ccccc1-c1cccn1C(=O)OC(C)(C)C. RXN SMILES: [Br:1][c:2]1[c:3]([S:8](=[O:9])(=[O:10])[CH:11]([CH3:12])[CH3:13])[cH:4][cH:5][cH:6][cH:7]1.[C:14]([CH3:15])([CH3:16])([CH3:17])[O:18][C:19](=[O:20])[n:21]1[c:22]([B:26]([OH:27])[OH:28])[cH:23][cH:24][cH:25]1.[CH3:35][O:36][CH2:37][CH2:38][O:39][CH3:40].[Na+:29].[Na+:30].[O-:31][C:32](=[O:33])[O-:34].[cH:41]1[cH:42][cH:43][c:44]([P:45]([Pd:46]([P:47]([c:48]2[cH:49][cH:50][cH:51][cH:52][cH:53]2)([c:54]2[cH:55][cH:56][cH:57][cH:58][cH:59]2)[c:60]2[cH:61][cH:62][cH:63][cH:64][cH:65]2)([P:66]([c:67]2[cH:68][cH:69][cH:70][cH:71][cH:72]2)([c:73]2[cH:74][cH:75][cH:76][cH:77][cH:78]2)[c:79]2[cH:80][cH:81][cH:82][cH:83][cH:84]2)[P:85]([c:86]2[cH:87][cH:88][cH:89][cH:90][cH:91]2)([c:92]2[cH:93][cH:94][cH:95][cH:96][cH:97]2)[c:98]2[cH:99][cH:100][cH:101][cH:102][cH:103]2)([c:104]2[cH:105][cH:106][cH:107][cH:108][cH:109]2)[c:110]2[cH:111][cH:112][cH:113][cH:114][cH:115]2)[cH:116][cH:117]1>>[c:2]1(-[c:22]2[n:21]([C:19]([O:18][C:14]([CH3:15])([CH3:16])[CH3:17])=[O:20])[cH:25][cH:24][cH:23]2)[c:3]([S:8](=[O:9])(=[O:10])[CH:11]([CH3:12])[CH3:13])[cH:4][cH:5][cH:6][cH:7]1. The reactants are COc1c(Cl)cc(C(C)(C)C)cc1[N+](=O)[O-], Cl, O. Yields the product COc1c(N)cc(C(C)(C)C)cc1Cl. RXN SMILES: [C:1]([CH3:2])([CH3:3])([CH3:4])[c:5]1[cH:6][c:7]([N+:14]([O-:15])=[O:16])[c:8]([O:12][CH3:13])[c:9]([Cl:11])[cH:10]1.[ClH:18].[OH2:17]>>[C:1]([CH3:2])([CH3:3])([CH3:4])[c:5]1[cH:6][c:7]([NH2:14])[c:8]([O:12][CH3:13])[c:9]([Cl:11])[cH:10]1.